Task: describe an organic reaction: reactants, conditions, products, and yield. Dataset: the Open Reaction Database (ORD), a public repository of structured organic reaction records The reactants are C(C(=C)C)(=O)O (methacrylic acid), C(C=C)OCCO (ethyleneglycol monoallylether), C1(=CC=CC=C1)C (toluene). Reagents/catalysts: C1(=CC=C(C=C1)S(=O)(=O)O)C (p-toluenesulfonic acid), C1(=CC=C(C=C1)S(=O)(=O)O)C (p-toluenesulfonic acid), C1(=CC=C(C=C1)S(=O)(=O)O)C (p-toluenesulfonic acid). Run in O (water). Conditions: temperature 120 celsius. The product is C(C(=C)C)(=O)OCCOCC=C (2-allyloxyethyl methacrylate). The yield is 72.5%. Reaction SMILES: [C:1]([OH:6])(=[O:5])[C:2]([CH3:4])=[CH2:3].[CH2:7]([O:10][CH2:11][CH2:12]O)[CH:8]=[CH2:9].C1(C)C=CC=CC=1>C1(C)C=CC(S(O)(=O)=O)=CC=1.O>[C:1]([O:6][CH2:12][CH2:11][O:10][CH2:7][CH:8]=[CH2:9])(=[O:5])[C:2]([CH3:4])=[CH2:3]. Procedure: To a three-necked flask equipped with a stirrer, a thermometer, a reflux condenser and a Dean-Stark apparatus were added methacrylic acid (137.7 g, 1.6 moles), ethyleneglycol monoallylether (80.7 g, 0.8 moles), p-toluenesulfonic acid (0.76 g, 4.0 mmole) and toluene (650 mL). The mixture was heated to 120° C. for 5 hours with exclusion of water. Another portion of p-toluenesulfonic acid (0.12 g) and the mixture was heated to 120° C. for 6 hours. The other portion of p-toluenesulfonic acid (0.1 g)... Starting materials: Fc1ccc2c(c1)COc1cc(F)ccc1C2=CBr, O=C([O-])[O-], CO, CC1(C)OB(c2ccc3[nH]c(=O)[nH]c3c2)OC1(C)C, [Na+], [Na+], C1COCCO1, c1ccc(P(c2ccccc2)(c2ccccc2)[Pd](P(c2ccccc2)(c2ccccc2)c2ccccc2)(P(c2ccccc2)(c2ccccc2)c2ccccc2)P(c2ccccc2)(c2ccccc2)c2ccccc2)cc1. Yields the product O=c1[nH]c2ccc(C=C3c4ccc(F)cc4COc4cc(F)ccc43)cc2[nH]1. Reaction SMILES: [Br:1][CH:2]=[C:3]1[c:4]2[c:5]([cH:15][c:16]([F:19])[cH:17][cH:18]2)[O:6][CH2:7][c:8]2[c:9]1[cH:10][cH:11][c:12]([F:14])[cH:13]2.[C:39](=[O:40])([O-:41])[O-:42].[CH3:128][OH:129].[CH3:20][C:21]1([CH3:22])[C:23]([CH3:24])([CH3:25])[O:26][B:27]([c:28]2[cH:29][c:30]3[c:31]([nH:32][c:33](=[O:35])[nH:34]3)[cH:36][cH:37]2)[O:38]1.[Na+:43].[Na+:44].[O:45]1[CH2:46][CH2:47][O:48][CH2:49][CH2:50]1.[cH:51]1[cH:52][cH:53][c:54]([P:55]([Pd:56]([P:57]([c:58]2[cH:59][cH:60][cH:61][cH:62][cH:63]2)([c:64]2[cH:65][cH:66][cH:67][cH:68][cH:69]2)[c:70]2[cH:71][cH:72][cH:73][cH:74][cH:75]2)([P:76]([c:77]2[cH:78][cH:79][cH:80][cH:81][cH:82]2)([c:83]2[cH:84][cH:85][cH:86][cH:87][cH:88]2)[c:89]2[cH:90][cH:91][cH:92][cH:93][cH:94]2)[P:95]([c:96]2[cH:97][cH:98][cH:99][cH:100][cH:101]2)([c:102]2[cH:103][cH:104][cH:105][cH:106][cH:107]2)[c:108]2[cH:109][cH:110][cH:111][cH:112][cH:113]2)([c:114]2[cH:115][cH:116][cH:117][cH:118][cH:119]2)[c:120]2[cH:121][cH:122][cH:123][cH:124][cH:125]2)[cH:126][cH:127]1>>[CH:2](=[C:3]1[c:4]2[c:5]([cH:15][c:16]([F:19])[cH:17][cH:18]2)[O:6][CH2:7][c:8]2[c:9]1[cH:10][cH:11][c:12]([F:14])[cH:13]2)[c:28]1[cH:29][c:30]2[c:31]([nH:32][c:33](=[O:35])[nH:34]2)[cH:36][cH:37]1. Starting materials: O=C([O-])O, CC(=O)O, ClCCl, NCc1ccccc1, [Na+], O=C(O)c1sccc1O. Yields the product O=C(NCc1ccccc1)c1sccc1O. As a reaction SMILES: [C:18](=[O:19])([OH:20])[O-:21].[CH3:26][C:27](=[O:28])[OH:29].[Cl:23][CH2:24][Cl:25].[NH2:10][CH2:11][c:12]1[cH:13][cH:14][cH:15][cH:16][cH:17]1.[Na+:22].[OH:1][c:2]1[c:3]([C:7](=[O:8])[OH:9])[s:4][cH:5][cH:6]1>>[OH:1][c:2]1[c:3]([C:7](=[O:9])[NH:10][CH2:11][c:12]2[cH:13][cH:14][cH:15][cH:16][cH:17]2)[s:4][cH:5][cH:6]1.